From a dataset of the Open Reaction Database (ORD), a public repository of structured organic reaction records. describe an organic reaction: reactants, conditions, products, and yield Reactants: NC(C(C1=C(C=CC(=C1)Cl)OC)NC(CC(C)(C)O)=O)=O (N-(2-amino-1-(5-chloro-2-methoxyphenyl)-2-oxoethyl)-3-hydroxy-3-methylbutanamide), COC=1C=CC(=CC1)P2(=S)SP(=S)(S2)C=3C=CC(=CC3)OC (Lawesson's reagent), N1=CC=CC=C1 (pyridine). Solvent: C(Cl)Cl (DCM). Conditions: temperature 100 celsius. Product: ClC=1C=CC(=C(C1)C=1N=C(SC1N)C=C(C)C)OC (4-(5-chloro-2-methoxyphenyl)-2-(2-methylprop-1-enyl)thiazol-5-amine). Yield: 22.8%. RXN SMILES: [NH2:1][C:2](=O)[CH:3]([NH:13][C:14](=O)[CH2:15][C:16](O)([CH3:18])[CH3:17])[C:4]1[CH:9]=[C:8]([Cl:10])[CH:7]=[CH:6][C:5]=1[O:11][CH3:12].COC1C=CC(P2(SP(C3C=CC(OC)=CC=3)(=S)S2)=[S:31])=CC=1.N1C=CC=CC=1>C(Cl)Cl>[Cl:10][C:8]1[CH:7]=[CH:6][C:5]([O:11][CH3:12])=[C:4]([C:3]2[N:13]=[C:14]([CH:15]=[C:16]([CH3:18])[CH3:17])[S:31][C:2]=2[NH2:1])[CH:9]=1. Procedure details: A mixture of N-(2-amino-1-(5-chloro-2-methoxyphenyl)-2-oxoethyl)-3-hydroxy-3-methylbutanamide (240 mg, 0.762 mmol), Lawesson's reagent (308 mg, 0.76 mmol) and pyridine (2.5 mL) was heated to 100° C. for 18 hours. After cooling, DCM was added and the mixture washed with water, sodium hydrogen carbamate (sat. aq.) and brine, and concentrated to dryness. 4-(5-chloro-2-methoxyphenyl)-2-(2-methylprop-1-enyl)thiazol-5-amine (51.0 mg) was isolated as a pale yellow solid. LCMS (ESI) m+H=295.3; NMR (400 ... Starting materials: O (H2O), C(C1=CC=CC=C1)C1(CCNCC1)O (4-benzyl-4-hydroxy-piperidine), BrCCOC1=CC=C(C=C1)OCC1=CC=CC=C1 (1-(2-bromoethoxy)-4-(phenylmethoxy)-benzene), C([O-])([O-])=O.[K+].[K+] (potassium carbonate). Run in CC(CC)=O (2-butanone). The product is C(C1=CC=CC=C1)C1(CCN(CC1)CCOC1=CC=C(C=C1)OCC1=CC=CC=C1)O (4-benzyl-1-[2-(4-benzyloxy-phenoxy)-ethyl]-piperidin-4-ol). Isolated yield 98.0%. Reaction SMILES: [CH2:1]([C:8]1([OH:14])[CH2:13][CH2:12][NH:11][CH2:10][CH2:9]1)[C:2]1[CH:7]=[CH:6][CH:5]=[CH:4][CH:3]=1.Br[CH2:16][CH2:17][O:18][C:19]1[CH:24]=[CH:23][C:22]([O:25][CH2:26][C:27]2[CH:32]=[CH:31][CH:30]=[CH:29][CH:28]=2)=[CH:21][CH:20]=1.C(=O)([O-])[O-].[K+].[K+].O>CC(=O)CC>[CH2:1]([C:8]1([OH:14])[CH2:13][CH2:12][N:11]([CH2:16][CH2:17][O:18][C:19]2[CH:24]=[CH:23][C:22]([O:25][CH2:26][C:27]3[CH:32]=[CH:31][CH:30]=[CH:29][CH:28]=3)=[CH:21][CH:20]=2)[CH2:10][CH2:9]1)[C:2]1[CH:3]=[CH:4][CH:5]=[CH:6][CH:7]=1 |f:2.3.4|. Procedure: A mixture of 4-benzyl-4-hydroxy-piperidine (0.62 g, 3.3 mmol), 1-(2-bromoethoxy)-4-(phenylmethoxy)-benzene (1.0 g, 3.3 mmol) and potassium carbonate (0.9 g, 6.5 mmol) in 2-butanone (15 ml) was refluxed overnight. It was cooled to room temperature, 30 ml of H2O were added and the organic phase was separated. The water phase was extracted two times with ethyl acetate. The organic phases were then pooled, dried with Na2SO4 and the solvent evaporated to give 4-benzyl-1-[2-(4-benzyloxy-phenoxy)-ethyl... RXN SMILES: [CH2:7]([CH2:8][CH2:9][CH2:10][CH2:11][CH2:12][CH2:13][CH2:14][CH2:15][CH2:16][CH2:17][CH3:18])[c:19]1[cH:20][cH:21][c:22]([S:25](=[O:26])(=[O:27])[Cl:28])[cH:23][cH:24]1.[ClH:29].[NH2:1][c:2]1[s:3][cH:4][n:5][n:6]1.[cH:30]1[cH:31][cH:32][n:33][cH:34][cH:35]1>>[NH:1]([c:2]1[s:3][cH:4][n:5][n:6]1)[S:25]([c:22]1[cH:21][cH:20][c:19]([CH2:7][CH2:8][CH2:9][CH2:10][CH2:11][CH2:12][CH2:13][CH2:14][CH2:15][CH2:16][CH2:17][CH3:18])[cH:24][cH:23]1)(=[O:26])=[O:27]. The product is CCCCCCCCCCCCc1ccc(S(=O)(=O)Nc2nncs2)cc1. Reactants: CCCCCCCCCCCCc1ccc(S(=O)(=O)Cl)cc1, Cl, Nc1nncs1, c1ccncc1. Reactants: CN(C)C=O, CC1(C)C(CC(Cl)(Cl)Cl)C1C(=O)OC(C#N)c1cccc(Oc2ccccc2)c1, O, OCCN(CCO)CCO, S. Product: CC1(C)C(CC(Cl)(Cl)Cl)C1C(=O)OC(C(N)=S)c1cccc(Oc2ccccc2)c1. As a reaction SMILES: [CH3:1][N:2]([CH3:3])[CH:4]=[O:5].[CH3:6][C:7]1([CH3:34])[CH:8]([C:15](=[O:16])[O:17][CH:18]([c:19]2[cH:20][c:21]([O:25][c:26]3[cH:27][cH:28][cH:29][cH:30][cH:31]3)[cH:22][cH:23][cH:24]2)[C:32]#[N:33])[CH:9]1[CH2:10][C:11]([Cl:12])([Cl:13])[Cl:14].[OH2:46].[OH:35][CH2:36][CH2:37][N:38]([CH2:39][CH2:40][OH:41])[CH2:42][CH2:43][OH:44].[SH2:45]>>[CH3:6][C:7]1([CH3:34])[CH:8]([C:15](=[O:16])[O:17][CH:18]([c:19]2[cH:20][c:21]([O:25][c:26]3[cH:27][cH:28][cH:29][cH:30][cH:31]3)[cH:22][cH:23][cH:24]2)[C:32]([NH2:33])=[S:45])[CH:9]1[CH2:10][C:11]([Cl:12])([Cl:13])[Cl:14]. Reactants: COc1cc2c(cc1OC)CC(=O)NC=C2, CN(CCCCl)C(=O)OC(C)(C)C, [H-], [Na+], CN(C)C=O. Yields the product COc1cc2c(cc1OC)CC(=O)N(CCCN(C)C(=O)OC(C)(C)C)C=C2. As a reaction SMILES: [CH3:1][O:2][c:3]1[cH:4][c:5]2[c:6]([cH:13][c:14]1[O:15][CH3:16])[CH2:7][C:8](=[O:12])[NH:9][CH:10]=[CH:11]2.[Cl:19][CH2:20][CH2:21][CH2:22][N:23]([C:24]([O:25][C:26]([CH3:27])([CH3:28])[CH3:29])=[O:30])[CH3:31].[H-:17].[Na+:18].[O:32]=[CH:33][N:34]([CH3:35])[CH3:36]>>[CH3:1][O:2][c:3]1[cH:4][c:5]2[c:6]([cH:13][c:14]1[O:15][CH3:16])[CH2:7][C:8](=[O:12])[N:9]([CH2:20][CH2:21][CH2:22][N:23]([C:24]([O:25][C:26]([CH3:27])([CH3:28])[CH3:29])=[O:30])[CH3:31])[CH:10]=[CH:11]2. Reactants: C(=O)(OC(C)(C)C)N[C@@H]([C@H](O)C)C(=O)O (N-Boc-L-threonine), C(C)(C)(C)C1=CC(=C(C=C1)N)N (4-tert-butyl-diaminobenzene). Yields the product C(C)(C)(C)C1=CC2=C(NC(=N2)[C@H]([C@@H](C)O)NC(OC(C)(C)C)=O)C=C1 (tert-Butyl [(1R,2R)-1-(5-tert-butyl-1H-benzimidazol-2-yl)-2-hydroxypropyl]carbamate). RXN SMILES: [C:1]([NH:8][C@H:9]([C:13](O)=O)[C@@H:10]([CH3:12])[OH:11])([O:3][C:4]([CH3:7])([CH3:6])[CH3:5])=[O:2].[C:16]([C:20]1[CH:25]=[CH:24][C:23]([NH2:26])=[C:22]([NH2:27])[CH:21]=1)([CH3:19])([CH3:18])[CH3:17]>>[C:16]([C:20]1[CH:25]=[CH:24][C:23]2[NH:26][C:13]([C@@H:9]([NH:8][C:1](=[O:2])[O:3][C:4]([CH3:5])([CH3:6])[CH3:7])[C@H:10]([OH:11])[CH3:12])=[N:27][C:22]=2[CH:21]=1)([CH3:19])([CH3:17])[CH3:18]. Reported procedure: The title compound was prepared according to Method 4 Steps 1 and 2 using N-Boc-L-threonine (Preparation 52) and 4-tert-butyl-diaminobenzene. Reactants: FC=1C=C(C=C(C1)F)CC(=O)N[C@@H](C)C(=O)O (N-(3,5-difluorophenylacetyl)-L-alanine), solid, NC(C(=O)OC)C1=CSC2=C1C=CC=C2 (methyl 2-amino-2-(benzothiophen-3-yl)acetate). Product: FC=1C=C(C=C(C1)F)CC(=O)N[C@@H](C)C(=O)NC(C(=O)OC)C1=CSC2=C1C=CC=C2 (Methyl N-[N-(3,5-Difluorophenylacetyl)-L-alaninyl]-2-amino2-(benzothiophen-3-yl)acetate). RXN SMILES: [F:1][C:2]1[CH:3]=[C:4]([CH2:9][C:10]([NH:12][C@H:13]([C:15]([OH:17])=O)[CH3:14])=[O:11])[CH:5]=[C:6]([F:8])[CH:7]=1.[NH2:18][CH:19]([C:24]1[C:28]2[CH:29]=[CH:30][CH:31]=[CH:32][C:27]=2[S:26][CH:25]=1)[C:20]([O:22][CH3:23])=[O:21]>>[F:8][C:6]1[CH:5]=[C:4]([CH2:9][C:10]([NH:12][C@H:13]([C:15]([NH:18][CH:19]([C:24]2[C:28]3[CH:29]=[CH:30][CH:31]=[CH:32][C:27]=3[S:26][CH:25]=2)[C:20]([O:22][CH3:23])=[O:21])=[O:17])[CH3:14])=[O:11])[CH:3]=[C:2]([F:1])[CH:7]=1. Reported procedure: Following General Procedure C and using N-(3,5-difluorophenylacetyl)-L-alanine (from Example B2 above) and methyl 2-amino-2-(benzothiophen-3-yl)acetate (prepared from 2-amino-2-(benzothiophen-3-yl)acetic acid [CAS 95834-94-9] using General Procedure H), the title compound was prepared as a solid (mp=185-186° C.).